This data is from the Open Reaction Database (ORD), a public repository of structured organic reaction records. The task is: describe an organic reaction: reactants, conditions, products, and yield Reactants: [H-].[Na+] (sodium hydride), FC(CO)(F)F (2,2,2-trifluoroethanol), FC=1C(=NC=C(C1)F)C#N (3,5-difluoropicolinonitrile), FC(CO)(F)F (2,2,2-trifluoroethanol), [H-].[Na+] (sodium hydride), O (water). Solvent: CN(P(N(C)C)(N(C)C)=O)C (N,N,N′,N′,N″,N″-hexamethylphosphoric triamide), CN(P(N(C)C)(N(C)C)=O)C (N,N,N′,N′,N″,N″-hexamethylphosphoric triamide). Conditions: time 1 hour. The product is FC=1C(=NC=C(C1)OCC(F)(F)F)C#N (3-fluoro-5-(2,2,2-trifluoroethoxy)picolinonitrile). Yield: 50.6%. Reaction SMILES: [H-].[Na+].[F:3][C:4]([F:8])([F:7])[CH2:5][OH:6].[F:9][C:10]1[C:11]([C:17]#[N:18])=[N:12][CH:13]=[C:14](F)[CH:15]=1.O>CN(C)P(=O)(N(C)C)N(C)C>[F:9][C:10]1[C:11]([C:17]#[N:18])=[N:12][CH:13]=[C:14]([O:6][CH2:5][C:4]([F:8])([F:7])[F:3])[CH:15]=1 |f:0.1|. Procedure details: 60% sodium hydride (0.219 g, 5.71 mmol) was added to a solution of 2,2,2-trifluoroethanol (0.257 ml, 3.57 mmol) in N,N,N′,N′,N″,N″-hexamethylphosphoric triamide (6 ml) at 0 oC and stirred for 1 hour. Then 3,5-difluoropicolinonitrile (1.0 g, 7.1 mmol) in N,N,N′,N′,N″,N″-hexamethylphosphoric triamide (4 mL) was added to the reaction mixture and stirred at room temperature for 20 hours. Then 2,2,2-trifluoroethanol (0.257 ml, 3.57 mmol) and 60% sodium hydride (0.22 g, 5.7 mmol) were added to the rea... Starting materials: C1CCOC1, COC(=O)C(C)(C)NC(=O)c1ccc2ccccc2c1OCCC(C)c1ccccc1, [Na+], [OH-]. The product is CC(CCOc1c(C(=O)NC(C)(C)C(=O)O)ccc2ccccc12)c1ccccc1. RXN SMILES: [CH2:34]1[O:35][CH2:36][CH2:37][CH2:38]1.[CH3:1][O:2][C:3]([C:4]([CH3:5])([NH:6][C:7](=[O:8])[c:9]1[c:10]([O:19][CH2:20][CH2:21][CH:22]([CH3:23])[c:24]2[cH:25][cH:26][cH:27][cH:28][cH:29]2)[c:11]2[cH:12][cH:13][cH:14][cH:15][c:16]2[cH:17][cH:18]1)[CH3:30])=[O:31].[Na+:33].[OH-:32]>>[O:2]=[C:3]([C:4]([CH3:5])([NH:6][C:7](=[O:8])[c:9]1[c:10]([O:19][CH2:20][CH2:21][CH:22]([CH3:23])[c:24]2[cH:25][cH:26][cH:27][cH:28][cH:29]2)[c:11]2[cH:12][cH:13][cH:14][cH:15][c:16]2[cH:17][cH:18]1)[CH3:30])[OH:31]. The reactants are CCOC(=O)C(CC(C)C)c1cc(-c2ccc(C(F)(F)F)cc2)cc(C2CCNCC2)c1, ClCCCl, O=C1CCCCC1. The product is CCOC(=O)C(CC(C)C)c1cc(-c2ccc(C(F)(F)F)cc2)cc(C2CCN(C3CCCCC3)CC2)c1. Reaction SMILES: [CH2:1]([CH3:2])[O:3][C:4]([CH:5]([CH2:6][CH:7]([CH3:8])[CH3:9])[c:10]1[cH:11][c:12](-[c:22]2[cH:23][cH:24][c:25]([C:28]([F:29])([F:30])[F:31])[cH:26][cH:27]2)[cH:13][c:14]([CH:16]2[CH2:17][CH2:18][NH:19][CH2:20][CH2:21]2)[cH:15]1)=[O:32].[Cl:40][CH2:41][CH2:42][Cl:43].[O:33]=[C:34]1[CH2:35][CH2:36][CH2:37][CH2:38][CH2:39]1>>[CH2:1]([CH3:2])[O:3][C:4]([CH:5]([CH2:6][CH:7]([CH3:8])[CH3:9])[c:10]1[cH:11][c:12](-[c:22]2[cH:23][cH:24][c:25]([C:28]([F:29])([F:30])[F:31])[cH:26][cH:27]2)[cH:13][c:14]([CH:16]2[CH2:17][CH2:18][N:19]([CH:34]3[CH2:35][CH2:36][CH2:37][CH2:38][CH2:39]3)[CH2:20][CH2:21]2)[cH:15]1)=[O:32].